This data is from the Open Reaction Database (ORD), a public repository of structured organic reaction records. The task is: describe an organic reaction: reactants, conditions, products, and yield Starting materials: COC=1C=CC(=C(C(=O)N2CCCCC2)C1)NC1=CC=NC=C1 (1-[5-Methoxy-2-(4-pyridinylamino)benzoyl]piperidine), B(Br)(Br)Br (boron tribromide). Solvent: C(Cl)Cl (methylene dichloride). Run at time 8 hour. Yields the product OC=1C=CC(=C(C(=O)N2CCCCC2)C1)NC1=CC=NC=C1 (1-[5-hydroxy-2-(4-pyridinylamino)benzoyl]piperidine). The yield is 55.8%. RXN SMILES: C[O:2][C:3]1[CH:4]=[CH:5][C:6]([NH:17][C:18]2[CH:23]=[CH:22][N:21]=[CH:20][CH:19]=2)=[C:7]([CH:16]=1)[C:8]([N:10]1[CH2:15][CH2:14][CH2:13][CH2:12][CH2:11]1)=[O:9].B(Br)(Br)Br>C(Cl)Cl>[OH:2][C:3]1[CH:4]=[CH:5][C:6]([NH:17][C:18]2[CH:23]=[CH:22][N:21]=[CH:20][CH:19]=2)=[C:7]([CH:16]=1)[C:8]([N:10]1[CH2:11][CH2:12][CH2:13][CH2:14][CH2:15]1)=[O:9]. Procedure details: 1-[5-Methoxy-2-(4-pyridinylamino)benzoyl]piperidine (Example 30b) (9.2 g) was dissolved in 100 ml of methylene dichloride. To this solution was added dropwise 80 ml of boron tribromide solution (0.8M in methylene dichloride). The mixture was kept at room temperature overnight and the solvent removed at reduced pressure. The residue was made basic with aqueous potassium carbonate and the solid product collected by filtration. The product was dissolved in methanol and acetonitrile added to produce... The reactants are ice water, FC1=CC=C(C=C1)C(=C(C=CC=O)C1=NN=NN1C)C1=CC=C(C=C1)F (5,5-bis(4-fluorophenyl)-4-(1-methyl-1H-tetrazol-5-yl)-2,4-pentadienal), [H-].[Na+] (NaH), C(CC(=O)C)(=O)OCC (ethyl acetoacetate), [Li]CCCC (n-BuLi). Run in O1CCCC1 (tetrahydrofuran), O1CCCC1 (tetrahydrofuran). Reaction conditions: temperature 0 celsius, time 30 minute. Yields the product FC1=CC=C(C=C1)C(=C(C=CC(CC(CC(=O)OCC)=O)O)C1=NN=NN1C)C1=CC=C(C=C1)F (Ethyl 9,9-bis(4-fluorophenyl)-5-hydroxy-8-(1-methyl-1H-tetrazol-5-yl)-3-oxo-6,8-nonadienoate). RXN SMILES: [H-].[Na+].[C:3]([O:9][CH2:10][CH3:11])(=[O:8])[CH2:4][C:5]([CH3:7])=[O:6].[Li]CCCC.[F:17][C:18]1[CH:23]=[CH:22][C:21]([C:24]([C:36]2[CH:41]=[CH:40][C:39]([F:42])=[CH:38][CH:37]=2)=[C:25]([C:30]2[N:34]([CH3:35])[N:33]=[N:32][N:31]=2)[CH:26]=[CH:27][CH:28]=[O:29])=[CH:20][CH:19]=1>O1CCCC1>[F:17][C:18]1[CH:19]=[CH:20][C:21]([C:24]([C:36]2[CH:41]=[CH:40][C:39]([F:42])=[CH:38][CH:37]=2)=[C:25]([C:30]2[N:34]([CH3:35])[N:33]=[N:32][N:31]=2)[CH:26]=[CH:27][CH:28]([OH:29])[CH2:7][C:5](=[O:6])[CH2:4][C:3]([O:9][CH2:10][CH3:11])=[O:8])=[CH:22][CH:23]=1 |f:0.1|. Procedure: To a chilled suspension (0° C., ice-water bath) of NaH (0.64 g, 16.0 mmoles) (60% in mineral oil) in 20 mL Of dry tetrahydrofuran under argon was added ethyl acetoacetate 2.04 mL (16.0 mmoles) in 4 equal portions. The homogeneous clear solution was stirred at 0° C. for 30 minutes followed by the dropwise addition of 6.4 mL of 2.5 Molar n-BuLi (16.0 mmoles) over a period of 15 minutes. The orange dianion solution was stirred at 0° C. for an additional hour. The ice-water bath was replaced by an a... The reactants are O=C([O-])O, CCCCCCCCc1ccc(OCC(O)Cn2cccc2C(=O)OC(C)(C)C)cc1, CC(=O)OC(C)=O, CS(C)=O, [Cl-], [Na+], [Na+]. Product: CCCCCCCCc1ccc(OCC(=O)Cn2cccc2C(=O)OC(C)(C)C)cc1. RXN SMILES: [C:39](=[O:40])([O-:41])[OH:42].[C:8]([CH3:9])([CH3:10])([CH3:11])[O:12][C:13](=[O:14])[c:15]1[n:16]([CH2:20][CH:21]([CH2:22][O:23][c:24]2[cH:25][cH:26][c:27]([CH2:30][CH2:31][CH2:32][CH2:33][CH2:34][CH2:35][CH2:36][CH3:37])[cH:28][cH:29]2)[OH:38])[cH:17][cH:18][cH:19]1.[CH3:1][C:2]([O:3][C:4](=[O:5])[CH3:6])=[O:7].[CH3:46][S:47]([CH3:48])=[O:49].[Cl-:44].[Na+:43].[Na+:45]>>[C:8]([CH3:9])([CH3:10])([CH3:11])[O:12][C:13](=[O:14])[c:15]1[n:16]([CH2:20][C:21]([CH2:22][O:23][c:24]2[cH:25][cH:26][c:27]([CH2:30][CH2:31][CH2:32][CH2:33][CH2:34][CH2:35][CH2:36][CH3:37])[cH:28][cH:29]2)=[O:38])[cH:17][cH:18][cH:19]1. Starting materials: CCOC(=O)C(C)=Cc1ccc(C#Cc2cc3c(c(C4CC4)c2)OC2(CC2)C(C)=C3C)cc1, CCO, [Na+], [OH-]. Yields the product CC(=Cc1ccc(C#Cc2cc3c(c(C4CC4)c2)OC2(CC2)C(C)=C3C)cc1)C(=O)O. As a reaction SMILES: [CH2:1]([CH3:2])[O:3][C:4]([C:5](=[CH:6][c:7]1[cH:8][cH:9][c:10]([C:13]#[C:14][c:15]2[cH:16][c:17]([CH:29]3[CH2:30][CH2:31]3)[c:18]3[c:19]([cH:28]2)[C:20]([CH3:27])=[C:21]([CH3:26])[C:22]2([O:23]3)[CH2:24][CH2:25]2)[cH:11][cH:12]1)[CH3:32])=[O:33].[CH3:36][CH2:37][OH:38].[Na+:35].[OH-:34]>>[O:3]=[C:4]([C:5](=[CH:6][c:7]1[cH:8][cH:9][c:10]([C:13]#[C:14][c:15]2[cH:16][c:17]([CH:29]3[CH2:30][CH2:31]3)[c:18]3[c:19]([cH:28]2)[C:20]([CH3:27])=[C:21]([CH3:26])[C:22]2([O:23]3)[CH2:24][CH2:25]2)[cH:11][cH:12]1)[CH3:32])[OH:33].